This data is from the Open Reaction Database (ORD), a public repository of structured organic reaction records. The task is: describe an organic reaction: reactants, conditions, products, and yield The reactants are hydrazide, C1(=CC=CC=C1)[C@@H](C(=O)O)CCO ((S)-2-phenyl-4-hydroxybutanoic acid), N(=O)[O-].[Na+] (sodium nitrite). The solvent is OS(=O)(=O)O (H2SO4). Run at temperature 2.5 celsius. Yields the product C1(=CC=CC=C1)[C@H](CCO)N ((S)-1-phenyl-3-hydroxypropylamine). Reaction SMILES: [C:1]1([C@H:7]([CH2:11][CH2:12][OH:13])C(O)=O)[CH:6]=[CH:5][CH:4]=[CH:3][CH:2]=1.[N:14]([O-])=O.[Na+]>OS(O)(=O)=O>[C:1]1([C@@H:7]([NH2:14])[CH2:11][CH2:12][OH:13])[CH:6]=[CH:5][CH:4]=[CH:3][CH:2]=1 |f:1.2|. Reported procedure: The hydrazide of (S)-2-phenyl-4-hydroxybutanoic acid (0.5 gram) is reacted with a solution of 0.5 grams of sodium nitrite in 10 ml of 5% H2SO4. The reaction mixture is maintained for 1 hour at 0-5° C., followed extraction of the reaction mixture with ethyl acetate, followed by basification of the resulting aqueous solution with NaOH, extraction with methyl t-butyl ether, drying of the extracts over MgSO4, filtration, and the removal of solvent by rotary evaporation. The product (S)-1-phenyl-3-hy... Reactants: NC1=CC2=C(N=C(N2)C2=CC=NC=C2)C=C1N (5,6-diamino-2-(4-pyridyl)-benzimidazole), N#CBr (cyanogen bromide), C (charcoal). Yields the product NC=1NC2=C(N1)C=C1C(N=C(N1)C1=CC=NC=C1)=C2 (2-Amino-6-(4-pyridyl)-1,5-dihydrobenzo[1,2-d:4,5-d']diimidazole). Reaction SMILES: [NH2:1][C:2]1[C:16]([NH2:17])=[CH:15][C:5]2[N:6]=[C:7]([C:9]3[CH:14]=[CH:13][N:12]=[CH:11][CH:10]=3)[NH:8][C:4]=2[CH:3]=1.[N:18]#[C:19]Br.C>>[NH2:18][C:19]1[NH:17][C:16]2[CH:15]=[C:5]3[N:6]=[C:7]([C:9]4[CH:14]=[CH:13][N:12]=[CH:11][CH:10]=4)[NH:8][C:4]3=[CH:3][C:2]=2[N:1]=1. Procedure: 2.9 g. 5,6-diamino-2-(4-pyridyl)-benzimidazole and 1.3 g. cyanogen bromide are stirred for 2 hours at 85° C. with the exclusion of moisture. After cooling to ambient temperature, the reaction mixture is treated with active charcoal, filtered and the filtrate evaporated to dryness. The residue is suspended in water, the pH value is adjusted to 8.5 with aqueous ammonia solution and filtered off with suction. The 1.47 g. of residue obtained is applied to 15 g. silica gel 60 and eluted with a mixtur... Yields the product N1C=C(C2=CC=CC=C12)CNC1=C(NC=C1)C(=O)OCC (Ethyl 3[(1H-indol-3-ylmethy)amino]-1H-pyrrole-2-carboxylate). Procedure: A reaction mixture of 3-amino-1H-pyrrole-2-carboxylic acid ethyl ester (0.075 g, 0.49 mmol), indole-3-carboxaldehyde (0.085 g, 0.58 mmol), NaCNBH3 (0.031 g, 0.49 mmol) and HOAc (0.056 mL, 0.97 mmol) in methanol (3 mL) was stirred at r.t. overnight. The mixture was concentrated in vacuo and the crude product-mixture was used in the next step without further purification. Run in CO (methanol). The reactants are C(C)OC(=O)C=1NC=CC1N (3-amino-1H-pyrrole-2-carboxylic acid ethyl ester), N1C=C(C2=CC=CC=C12)C=O (indole-3-carboxaldehyde), [BH3-]C#N.[Na+] (NaCNBH3), CC(=O)O (HOAc). Reaction SMILES: [CH2:1]([O:3][C:4]([C:6]1[NH:7][CH:8]=[CH:9][C:10]=1[NH2:11])=[O:5])[CH3:2].[NH:12]1[C:20]2[C:15](=[CH:16][CH:17]=[CH:18][CH:19]=2)[C:14]([CH:21]=O)=[CH:13]1.[BH3-]C#N.[Na+].CC(O)=O>CO>[NH:12]1[C:20]2[C:15](=[CH:16][CH:17]=[CH:18][CH:19]=2)[C:14]([CH2:21][NH:11][C:10]2[CH:9]=[CH:8][NH:7][C:6]=2[C:4]([O:3][CH2:1][CH3:2])=[O:5])=[CH:13]1 |f:2.3|. Conditions: time 8 hour. Starting materials: CSC (Dimethyl sulfide), B(F)(F)F.CCOCC (boron trifluoride diethyl etherate), ice, COC(C(CC1=CC=C(C=2C=COC21)OCC2=CC=CC=C2)OCC)=O ([rac]-3-(4-benzyloxy-benzofuran-7-yl)-2-ethoxy-propionic acid methyl ester), ice water. The solvent is ClCCl (dichloromethane). Conditions: time 6 hour. Product: COC(C(CC1=CC=C(C=2C=COC21)O)OCC)=O ([rac]-2-Ethoxy-3-(4-hydroxy-benzofuran-7-yl)-propionic acid methyl ester). The yield is 70.8%. RXN SMILES: CSC.B(F)(F)F.CCOCC.[CH3:13][O:14][C:15](=[O:38])[CH:16]([O:35][CH2:36][CH3:37])[CH2:17][C:18]1[C:26]2[O:25][CH:24]=[CH:23][C:22]=2[C:21]([O:27]CC2C=CC=CC=2)=[CH:20][CH:19]=1>ClCCl>[CH3:13][O:14][C:15](=[O:38])[CH:16]([O:35][CH2:36][CH3:37])[CH2:17][C:18]1[C:26]2[O:25][CH:24]=[CH:23][C:22]=2[C:21]([OH:27])=[CH:20][CH:19]=1 |f:1.2|. Reported procedure: Dimethyl sulfide (4.4 ml, 60 mmol) and boron trifluoride diethyl etherate (46% purity, 3.3 ml, 12 mmol) were added to a ice cold solution of [rac]-3-(4-benzyloxy-benzofuran-7-yl)-2-ethoxy-propionic acid methyl ester (0.85 g, 2.4 mmol) in dichloromethane (25 ml) under an argon atmosphere. The mixture was stirred for 6 h at ambient temperature, poured into ice water and extracted three times with dichloromethane. The combined extract was washed with brine and dried over sodium sulfate. Removal of ... Reactants: CN1C(CC[C@@]2(C3=C(CC[C@@H]12)C=C(C=C3)S)C)=O ((+)-(4aR)-(10bR)-4-methyl-8-mercapto-10b-methyl-1,2,3,4,4a,5,6,10b-octahydrobenzo[f]quinolin-3-one), C([O-])([O-])=O.[K+].[K+] (potassium carbonate), ClC=1SC2=C(N1)C(=CC=C2)CCC (2-chloro-4-propylbenzothiazole), CN(C=O)C (dimethylformamide). Run in C(C)(=O)OCC (ethyl acetate). Product: CN1C(CC[C@@]2(C3=C(CC[C@@H]12)C=C(C=C3)SC=3SC1=C(N3)C(=CC=C1)CCC)C)=O ((+)-(4aR)-(10bR)-4-methyl-8-(4-propyl-2-benzothiazolylthio)-10b-methyl-1,2,3,4,4a,5,6,10b-octahydrobenzo[f]quinolin-3-one). Yield: 69.9%. As a reaction SMILES: [CH3:1][N:2]1[C@H:11]2[C@@:6]([CH3:17])([C:7]3[CH:15]=[CH:14][C:13]([SH:16])=[CH:12][C:8]=3[CH2:9][CH2:10]2)[CH2:5][CH2:4][C:3]1=[O:18].C(=O)([O-])[O-].[K+].[K+].Cl[C:26]1[S:27][C:28]2[CH:34]=[CH:33][CH:32]=[C:31]([CH2:35][CH2:36][CH3:37])[C:29]=2[N:30]=1.CN(C)C=O>C(OCC)(=O)C>[CH3:1][N:2]1[C@H:11]2[C@@:6]([CH3:17])([C:7]3[CH:15]=[CH:14][C:13]([S:16][C:26]4[S:27][C:28]5[CH:34]=[CH:33][CH:32]=[C:31]([CH2:35][CH2:36][CH3:37])[C:29]=5[N:30]=4)=[CH:12][C:8]=3[CH2:9][CH2:10]2)[CH2:5][CH2:4][C:3]1=[O:18] |f:1.2.3|. Procedure details: A 15 mL round bottom flask was charged with (+)-(4aR)-(10bR)-4-methyl-8-mercapto-10b-methyl-1,2,3,4,4a,5,6,10b-octahydrobenzo[f]quinolin-3-one (100 mg, 0.38 mmol), potassium carbonate (158 mg, 1.14 mmol), 2-chloro-4-propylbenzothiazole (97 mg, 0.46 mmol) and 1 mL of anhydrous dimethylformamide, fitted with a reflux condenser, and the stirred mixture was heated at 60°, under nitrogen, for 18 h. The mixture was cooled, diluted with ethyl acetate (75 mL) and washed with brine (6×25 mL). The combine...